This data is from the Open Reaction Database (ORD), a public repository of structured organic reaction records. The task is: describe an organic reaction: reactants, conditions, products, and yield Reactants: CS(=O)(=O)c1ccc(-c2cnn(Cc3ccccc3)c(=O)c2Cl)cc1, COCCOC, [Pd], c1ccc(P(c2ccccc2)c2ccccc2)cc1, c1ccc(P(c2ccccc2)c2ccccc2)cc1, c1ccc(P(c2ccccc2)c2ccccc2)cc1, c1ccc(P(c2ccccc2)c2ccccc2)cc1, OB(O)c1ccsc1. Product: CS(=O)(=O)c1ccc(-c2cnn(Cc3ccccc3)c(=O)c2-c2ccsc2)cc1. RXN SMILES: [CH2:1]([c:2]1[cH:3][cH:4][cH:5][cH:6][cH:7]1)[n:8]1[n:9][cH:10][c:11](-[c:16]2[cH:17][cH:18][c:19]([S:22](=[O:23])(=[O:24])[CH3:25])[cH:20][cH:21]2)[c:12]([Cl:15])[c:13]1=[O:14].[CH3:34][O:35][CH2:36][CH2:37][O:38][CH3:39].[Pd:40].[c:41]1([P:42]([c:43]2[cH:44][cH:45][cH:46][cH:47][cH:48]2)[c:49]2[cH:50][cH:51][cH:52][cH:53][cH:54]2)[cH:55][cH:56][cH:57][cH:58][cH:59]1.[c:60]1([P:61]([c:62]2[cH:63][cH:64][cH:65][cH:66][cH:67]2)[c:68]2[cH:69][cH:70][cH:71][cH:72][cH:73]2)[cH:74][cH:75][cH:76][cH:77][cH:78]1.[c:79]1([P:80]([c:81]2[cH:82][cH:83][cH:84][cH:85][cH:86]2)[c:87]2[cH:88][cH:89][cH:90][cH:91][cH:92]2)[cH:93][cH:94][cH:95][cH:96][cH:97]1.[c:98]1([P:99]([c:100]2[cH:101][cH:102][cH:103][cH:104][cH:105]2)[c:106]2[cH:107][cH:108][cH:109][cH:110][cH:111]2)[cH:112][cH:113][cH:114][cH:115][cH:116]1.[s:26]1[cH:27][c:28]([B:31]([OH:32])[OH:33])[cH:29][cH:30]1>>[CH2:1]([c:2]1[cH:3][cH:4][cH:5][cH:6][cH:7]1)[n:8]1[n:9][cH:10][c:11](-[c:16]2[cH:17][cH:18][c:19]([S:22](=[O:23])(=[O:24])[CH3:25])[cH:20][cH:21]2)[c:12](-[c:28]2[cH:27][s:26][cH:30][cH:29]2)[c:13]1=[O:14]. Reactants: C1CNCCN1, CO, ClC1C=CCC1. Yields the product C1=CC(N2CCNCC2)CC1. Reaction SMILES: [CH2:7]1[CH2:8][NH:9][CH2:10][CH2:11][NH:12]1.[CH3:13][OH:14].[Cl:1][CH:2]1[CH:3]=[CH:4][CH2:5][CH2:6]1>>[CH:2]1([N:9]2[CH2:8][CH2:7][NH:12][CH2:11][CH2:10]2)[CH:3]=[CH:4][CH2:5][CH2:6]1. The reactants are CC1CCCC(C)C1O, O, O=C(O)Cc1ccc(O)cc1, Cc1ccc(S(=O)(=O)O)cc1, c1ccccc1. Yields the product CC1CCCC(C)C1OC(=O)Cc1ccc(O)cc1. As a reaction SMILES: [CH3:1][CH:2]1[CH:3]([OH:9])[CH:4]([CH3:8])[CH2:5][CH2:6][CH2:7]1.[OH2:38].[OH:10][C:11](=[O:12])[CH2:13][c:14]1[cH:15][cH:16][c:17]([OH:18])[cH:19][cH:20]1.[c:21]1([CH3:22])[cH:23][cH:24][c:25]([S:26]([OH:27])(=[O:28])=[O:29])[cH:30][cH:31]1.[cH:32]1[cH:33][cH:34][cH:35][cH:36][cH:37]1>>[CH3:1][CH:2]1[CH:3]([O:9][C:11](=[O:10])[CH2:13][c:14]2[cH:15][cH:16][c:17]([OH:18])[cH:19][cH:20]2)[CH:4]([CH3:8])[CH2:5][CH2:6][CH2:7]1.